From a dataset of the Open Reaction Database (ORD), a public repository of structured organic reaction records. describe an organic reaction: reactants, conditions, products, and yield Reactants: NNc1ccccc1Cl, Cl, O=C(Cl)c1ccccc1F, O, c1ccncc1. The product is O=C(O)c1ccccc1F. As a reaction SMILES: [Cl:2][c:3]1[cH:4][cH:5][cH:6][cH:7][c:8]1[NH:9][NH2:10].[ClH:1].[F:11][c:12]1[c:13]([C:14](=[O:15])[Cl:16])[cH:17][cH:18][cH:19][cH:20]1.[OH2:21].[cH:22]1[cH:23][cH:24][n:25][cH:26][cH:27]1>>[F:11][c:12]1[c:13]([C:14]([OH:15])=[O:21])[cH:17][cH:18][cH:19][cH:20]1. The reactants are O=C(OC1CC(CO)C1CBr)c1ccccc1, CCCC[N+](CCCC)(CCCC)CCCC, C1CCOC1, ClCCl, [F-]. Yields the product C=C1C(CO)CC1OC(=O)c1ccccc1. RXN SMILES: [C:1]([c:2]1[cH:3][cH:4][cH:5][cH:6][cH:7]1)(=[O:8])[O:9][CH:10]1[CH:11]([CH2:16][Br:17])[CH:12]([CH2:14][OH:15])[CH2:13]1.[CH2:19]([N+:20]([CH2:21][CH2:22][CH2:23][CH3:24])([CH2:25][CH2:26][CH2:27][CH3:28])[CH2:29][CH2:30][CH2:31][CH3:32])[CH2:33][CH2:34][CH3:35].[CH2:36]1[O:37][CH2:38][CH2:39][CH2:40]1.[CH2:41]([Cl:42])[Cl:43].[F-:18]>>[C:1]([c:2]1[cH:3][cH:4][cH:5][cH:6][cH:7]1)(=[O:8])[O:9][CH:10]1[C:11](=[CH2:16])[CH:12]([CH2:14][OH:15])[CH2:13]1. Starting materials: CC1=CN=C(S1)N1C=C(C=CC1=O)C(=O)OC (methyl 1-(5-methyl-1,3-thiazole-2-yl)-1,6-dihydro-6-oxo-3-pyridinecarboxylate), [Li+].[OH-] (LiOH). Product: CC1=CN=C(S1)N1C=C(C=CC1=O)C(=O)O (1-(5-methyl-1,3-thiazole-2-yl)-1,6-dihydro-6-oxo-3-pyridinecarboxylic acid). As a reaction SMILES: [CH3:1][C:2]1[S:6][C:5]([N:7]2[C:12](=[O:13])[CH:11]=[CH:10][C:9]([C:14]([O:16]C)=[O:15])=[CH:8]2)=[N:4][CH:3]=1.[Li+].[OH-]>>[CH3:1][C:2]1[S:6][C:5]([N:7]2[C:12](=[O:13])[CH:11]=[CH:10][C:9]([C:14]([OH:16])=[O:15])=[CH:8]2)=[N:4][CH:3]=1 |f:1.2|. Reported procedure: A target compound was obtained using methyl 1-(5-methyl-1,3-thiazole-2-yl)-1,6-dihydro-6-oxo-3-pyridinecarboxylate and LiOH in the same manner as in Example 1-3.